Task: describe an organic reaction: reactants, conditions, products, and yield. Dataset: the Open Reaction Database (ORD), a public repository of structured organic reaction records Reactants: C(C)N(C1=CC=C(C=C1)N)CC (N,N-Diethyl-benzene-1,4-diamine), CC[Mg+].[Br-] (EtMgBr), COC(=O)C1(CC2=C(C=CC=C2CC1)OC)C (8-methoxy-2-methyl-1,2,3,4-tetrahydro-naphthalene-2-carboxylic acid methyl ester). Run in C1CCOC1 (THF), C1CCOC1 (THF). Yields the product C(C)N(C1=CC=C(C=C1)NC(=O)C1(CC2=C(C=CC=C2CC1)OC)C)CC (N-(4-(Diethylamino)phenyl)-8-methoxy-2-methyl-1,2,3,4-tetrahydronaphthalene-2-carboxamide). The yield is 11.2%. RXN SMILES: CO[C:3]([C:5]1([CH3:17])[CH2:14][CH2:13][C:12]2[C:7](=[C:8]([O:15][CH3:16])[CH:9]=[CH:10][CH:11]=2)[CH2:6]1)=[O:4].[CH2:18]([N:20]([CH2:28][CH3:29])[C:21]1[CH:26]=[CH:25][C:24]([NH2:27])=[CH:23][CH:22]=1)[CH3:19].CC[Mg+].[Br-]>C1COCC1>[CH2:28]([N:20]([CH2:18][CH3:19])[C:21]1[CH:26]=[CH:25][C:24]([NH:27][C:3]([C:5]2([CH3:17])[CH2:14][CH2:13][C:12]3[C:7](=[C:8]([O:15][CH3:16])[CH:9]=[CH:10][CH:11]=3)[CH2:6]2)=[O:4])=[CH:23][CH:22]=1)[CH3:29] |f:2.3|. Reported procedure: The ester from Example 2A (170 mg, 0.73 mmol) was dissolved in THF (2.0 mL) and a solution (3.0 mL) of N,N-Diethyl-benzene-1,4-diamine (332 mg, 2 mmol) and EtMgBr (2.0 mmol) in THF was added at 0° C. The reaction mixture was quenched with aqueous NH4Cl after 3 hours. The mixture was extracted with ethyl acetate (3×15 mL) and the combined extracts were dried over MgSO4 and purified by column chromatography to provide the titled compound (30 mg, 8%). 1H NMR (400 MHz, DMSO-D6) δ 9.03 (s, 1H), 7.33 ...